This data is from the Open Reaction Database (ORD), a public repository of structured organic reaction records. The task is: describe an organic reaction: reactants, conditions, products, and yield Reactants: C(C)OC(=O)Cl (ethylchloroformate), NCCCC1=NC2=C(N1)C=CC(=C2)C=2C(CC(NN2)=O)C (6-[2-(3-aminopropyl)-1H-benzimidazol-5-yl]-4,5-dihydro-5-methyl-3(2H)-pyridazinone), C([O-])([O-])=O.[K+].[K+] (potassium carbonate). Run in CC(=O)C (acetone), O (water). Run at time 3 hour. The product is C(C)OC(=O)NCCCC1=NC2=C(N1)C=CC(=C2)C=2C(CC(NN2)=O)C (6-[2-[3-(ethoxycarbonylamino)propyl]-1H-benzimidazol-5-yl]-4,5-dihydro-5-methyl-3(2H)-pyridazinone). The yield is 52.0%. Reaction SMILES: [CH2:1]([O:3][C:4](Cl)=[O:5])[CH3:2].[NH2:7][CH2:8][CH2:9][CH2:10][C:11]1[NH:15][C:14]2[CH:16]=[CH:17][C:18]([C:20]3[CH:21]([CH3:27])[CH2:22][C:23](=[O:26])[NH:24][N:25]=3)=[CH:19][C:13]=2[N:12]=1.C(=O)([O-])[O-].[K+].[K+]>CC(C)=O.O>[CH2:1]([O:3][C:4]([NH:7][CH2:8][CH2:9][CH2:10][C:11]1[NH:15][C:14]2[CH:16]=[CH:17][C:18]([C:20]3[CH:21]([CH3:27])[CH2:22][C:23](=[O:26])[NH:24][N:25]=3)=[CH:19][C:13]=2[N:12]=1)=[O:5])[CH3:2] |f:2.3.4|. Reported procedure: ##STR72## 0.45 ml (4.7 mmol) of ethylchloroformate are added dropwise over a period of 10 minutes to a solution of 1.00 g (3.5 mmol) of 6-[2-(3-aminopropyl)-1H-benzimidazol-5-yl]-4,5-dihydro-5-methyl-3(2H)-pyridazinone and 1.25 g (9.0 mmol) of potassium carbonate in 10 ml of acetone and 10 ml of water with cooling in an ice bath. After 3 hours' stirring at room temperature, the reaction mixture is filtered and the filtrate is diluted with 20 ml of water and extracted three times with 20 ml porti... Starting materials: Cc1oc(-c2ccccc2)nc1C=Cc1ccc(C=CC=O)cc1, O=C1COC(=O)N1. Yields the product Cc1oc(-c2ccccc2)nc1C=Cc1ccc(C=CC=C2OC(=O)NC2=O)cc1. RXN SMILES: [CH3:1][c:2]1[c:3]([CH:13]=[CH:14][c:15]2[cH:16][cH:17][c:18]([CH:19]=[CH:20][CH:21]=[O:22])[cH:23][cH:24]2)[n:4][c:5](-[c:7]2[cH:8][cH:9][cH:10][cH:11][cH:12]2)[o:6]1.[O:25]1[C:26](=[O:31])[NH:27][C:28](=[O:30])[CH2:29]1>>[CH3:1][c:2]1[c:3]([CH:13]=[CH:14][c:15]2[cH:16][cH:17][c:18]([CH:19]=[CH:20][CH:21]=[C:29]3[O:25][C:26](=[O:31])[NH:27][C:28]3=[O:30])[cH:23][cH:24]2)[n:4][c:5](-[c:7]2[cH:8][cH:9][cH:10][cH:11][cH:12]2)[o:6]1. The reactants are C(C=C)SC=1C(C(=O)O)=CC=CC1 (allylthiosalicylic acid), C(C(C)C)C(=O)C (methyl isobutyl ketone), SC(C)O (mercaptoethanol). Reaction conditions: temperature 80 celsius. Product: OCCSCCCSC=1C(C(=O)O)=CC=CC1 (hydroxyethylthiopropylthiosalicylic acid). Reaction SMILES: [CH2:1]([S:4][C:5]1[C:6](=[CH:10][CH:11]=[CH:12][CH:13]=1)[C:7]([OH:9])=[O:8])[CH:2]=[CH2:3].[SH:14]C(O)C.[CH2:18]([C:22](C)=[O:23])C(C)C>>[OH:23][CH2:22][CH2:18][S:14][CH2:3][CH2:2][CH2:1][S:4][C:5]1[C:6](=[CH:10][CH:11]=[CH:12][CH:13]=1)[C:7]([OH:9])=[O:8]. Reported procedure: The allylthiosalicylic acid (194 parts) was dissolved in 427 parts of methyl isobutyl ketone. To the solution was added 78 parts of mercaptoethanol, and the mixture was heated at 80° C. for 8 hours with stirring and with introduction of nitrogen gas to obtain a hydroxyethylthiopropylthiosalicylic acid solution containing about 39% of solids. To the solution (699 parts) thereafter cooled to 50° C. were added the following compounds, and the mixture was heated at 50° C. for 7 hours in a nitrogen g... Reactants: C[Si](C)(C)C=[N+]=[N-] ((trimethylsilyl)diazomethane), ClC1=NC=C(C=N1)C(=O)O (2-chloropyrimidine-5-carboxylic acid). The solvent is hexanes, CO (methanol), C1=CC=CC=C1 (benzene). Reaction conditions: time 30 minute. Yields the product COC(=O)C=1C=NC(=NC1)Cl (Methyl-2-chloropyrimidine-5-carboxylate). Reaction SMILES: [Cl:1][C:2]1[N:7]=[CH:6][C:5]([C:8]([OH:10])=[O:9])=[CH:4][N:3]=1.[CH3:11][Si](C=[N+]=[N-])(C)C>CO.C1C=CC=CC=1>[CH3:11][O:9][C:8]([C:5]1[CH:4]=[N:3][C:2]([Cl:1])=[N:7][CH:6]=1)=[O:10]. Procedure details: To a solution 2-chloropyrimidine-5-carboxylic acid (1.63 g, 10.28 mmol) in a mixture of methanol (20 ml) and benzene (50 ml) was added a solution of (trimethylsilyl)diazomethane in hexanes (2.0 M, 10 ml) at room temperature. The mixture was stirred for 30 min, and then was concentrated to give the title compound (1.77 g) as a yellow solid. Mass spectrum (ESI) 173.2 (M+1). 1H NMR (500 MHz, CDCl3) δ 9.18 (s, 2H), 4.02 (s, 3H). Reactants: C=C, c1cncc(n1)C(NOC(C(C)(C)C)=O)=O. The reagents and catalysts are c1ccc(cc1)-c2c3ccccc3cc4ccccc24 (9-Phenylanthracene), CC(=O)[O-].[Cs+]   (CsOAc), [Rh(tBuCp*)(Cl)2]2. Solvent: C1CCOC1 (THF). Reaction conditions: temperature 60 celsius, time 18 hour. Yields the product O=C1NCCc2nccnc12. RXN SMILES: [CH3:1][C:2](C(O[NH:3][C:4]([c:6]1[n:11][cH:10][cH:9][n:8][cH:7]1)=[O:5])=O)(C)C.C=C>>[O:5]=[C:4]1[c:6]([c:7]2[CH2:2][CH2:1][NH:3]1)[n:11][cH:10][cH:9][n:8]2. Reactants: C=1C=C(C=C(C1)OCC(/C=C/C2C(CC(C2C/C=C\CCCC(=O)O)O)O)O)C(F)(F)F (fluprostenol), TMS-CH2N2, CO (MeOH). The reagents and catalysts are CC(=O)O (AcOH). The product is EtOAc Hexanes, O[C@H]1[C@@H]([C@H]([C@H](C1)O)C\C=C/CCCC(=O)OC)\C=C\[C@H](COC1=CC(=CC=C1)C(F)(F)F)O ((Z)-methyl 7-((1R,2R,3R,5S)-3,5-dihydroxy -2-((R,E)-3-hydroxy-4-(3-(trifluoromethyl)phenoxy)but-1-enyl)cyclopentyl)hept-5-enoate). The yield is 90.0%. RXN SMILES: [CH:1]1[CH:2]=[C:3]([C:29]([F:32])([F:31])[F:30])[CH:4]=[C:5]([O:7][CH2:8][CH:9]([OH:28])/[CH:10]=[CH:11]/[CH:12]2[CH:16]([CH2:17]/[CH:18]=[CH:19]\[CH2:20][CH2:21][CH2:22][C:23]([OH:25])=[O:24])[CH:15]([OH:26])[CH2:14][CH:13]2[OH:27])[CH:6]=1.[CH3:33]O>CC(O)=O>[OH:27][C@@H:13]1[CH2:14][C@H:15]([OH:26])[C@H:16]([CH2:17]/[CH:18]=[CH:19]\[CH2:20][CH2:21][CH2:22][C:23]([O:25][CH3:33])=[O:24])[C@H:12]1/[CH:11]=[CH:10]/[C@@H:9]([OH:28])[CH2:8][O:7][C:5]1[CH:6]=[CH:1][CH:2]=[C:3]([C:29]([F:31])([F:30])[F:32])[CH:4]=1. Procedure: To fluprostenol in MeOH at 0° C. was added TMS-CH2N2 until the solution persisted a yellow color. AcOH (2 drops) were added to quench excess TMS-CH2N2 and the solvents were evaporated. Column chromatography 90%-100% EtOAc/Hexanes gave pure (Z)-methyl 7-((1R,2R,3R,5 S)-3,5-dihydroxy-2-((R,E)-3-hydroxy-4-(3-(trifluoromethyl)phenoxy)but-1-enyl)cyclopentyl)hept-5-enoate (9). Reactants: ClC1=CC=NC2=CC(=C(C=C12)OC)O (4-Chloro-6-methoxy-7-quinolinol), C([O-])([O-])=O.[K+].[K+] (potassium carbonate), COCCBr (2-bromoethyl methyl ether). Reagents/catalysts: [I-].C(CCC)[N+](CCCC)(CCCC)CCCC (tetra-n-butylammonium iodide). Run in CN(C=O)C (N,N-dimethylformamide). Conditions: temperature 70 celsius, time 8 hour. Yields the product ClC1=CC=NC2=CC(=C(C=C12)OC)OCCOC (4-Chloro-6-methoxy-7-(2-methoxyethoxy)quinoline). Isolated yield 73.6%. RXN SMILES: [Cl:1][C:2]1[C:11]2[C:6](=[CH:7][C:8]([OH:14])=[C:9]([O:12][CH3:13])[CH:10]=2)[N:5]=[CH:4][CH:3]=1.C(=O)([O-])[O-].[K+].[K+].[CH3:21][O:22][CH2:23][CH2:24]Br>[I-].C([N+](CCCC)(CCCC)CCCC)CCC.CN(C)C=O>[Cl:1][C:2]1[C:11]2[C:6](=[CH:7][C:8]([O:14][CH2:24][CH2:23][O:22][CH3:21])=[C:9]([O:12][CH3:13])[CH:10]=2)[N:5]=[CH:4][CH:3]=1 |f:1.2.3,5.6|. Procedure: 4-Chloro-6-methoxy-7-quinolinol (50 mg), potassium carbonate (40 mg), tetra-n-butylammonium iodide (9 mg), and 2-bromoethyl methyl ether (40 mg) were dissolved in N,N-dimethylformamide (10 ml). The solution was stirred at 70° C. overnight. The solvent was removed by distillation under the reduced pressure. A saturated aqueous sodium hydrogencarbonate solution was added to the residue, followed by extraction with chloroform. The chloroform layer was dried over sodium sulfate. The solvent was remo... Reactants: CCC1(COCc2ccccc2Cl)CCC(C)(C#N)O1, CCO, OCCN(CCO)CCO, S. The product is CCC1(COCc2ccccc2Cl)CCC(C)(C(N)=S)O1. As a reaction SMILES: [CH3:2][C:3]1([C:20]#[N:21])[O:4][C:5]([CH2:8][O:9][CH2:10][c:11]2[c:12]([Cl:17])[cH:13][cH:14][cH:15][cH:16]2)([CH2:18][CH3:19])[CH2:6][CH2:7]1.[CH3:32][CH2:33][OH:34].[OH:22][CH2:23][CH2:24][N:25]([CH2:26][CH2:27][OH:28])[CH2:29][CH2:30][OH:31].[SH2:1]>>[S:1]=[C:20]([C:3]1([CH3:2])[O:4][C:5]([CH2:8][O:9][CH2:10][c:11]2[c:12]([Cl:17])[cH:13][cH:14][cH:15][cH:16]2)([CH2:18][CH3:19])[CH2:6][CH2:7]1)[NH2:21]. Reactants: O=C(O)c1cc(N[SH](=O)=O)ccc1Cl, O=S(Cl)Cl. Product: O=C(Cl)c1cc(N[SH](=O)=O)ccc1Cl. Reaction SMILES: [Cl:1][c:2]1[c:3]([C:4](=[O:5])[OH:6])[cH:7][c:8]([NH:11][SH:12](=[O:13])=[O:14])[cH:9][cH:10]1.[S:15]([Cl:16])([Cl:17])=[O:18]>>[Cl:1][c:2]1[c:3]([C:4](=[O:5])[Cl:17])[cH:7][c:8]([NH:11][SH:12](=[O:13])=[O:14])[cH:9][cH:10]1.